This data is from the Open Reaction Database (ORD), a public repository of structured organic reaction records. The task is: describe an organic reaction: reactants, conditions, products, and yield The reactants are ClC=1C=C(CO)C=C(C1)Cl (3,5-dichlorobenzyl alcohol), Cl (HCl). The product is ClC=1C=C(CO)C=C(C1C(C1=CC=C(C=C1)Cl)=O)Cl (3,5 dichloro-4-(4-chlorobenzoyl)-benzylalcohol). RXN SMILES: [ClH:1].[Cl:2][C:3]1[CH:4]=[C:5]([CH:8]=[C:9]([Cl:11])[CH:10]=1)[CH2:6][OH:7]>>[Cl:2][C:3]1[CH:4]=[C:5]([CH:8]=[C:9]([Cl:11])[C:10]=1[C:6](=[O:7])[C:5]1[CH:8]=[CH:9][C:10]([Cl:1])=[CH:3][CH:4]=1)[CH2:6][OH:7]. Procedure: Concentrated aqueous HCl (25 ml) is added to the above reaction mixture, which is allowed to warm to room temperature and aged for 12 hours. The reaction is monitored by silica gel TLC eluted with 10% EtOAc in hexane (Rf 5: 0.03). Upon completion the reaction mixture is partitioned between EtOAc (100 ml) and cold H2O (300 ml) and the layers are separated. The organic layer is washed with H2O (150 ml), 1N aqueous NaOH (2×150 ml, thoroughly to remove 4-chlorobenzoic acid), H2O (150 ml), and 0.1 N ... The product is COC(=O)C1=CC2=C(N(C(=N2)C(Cl)(Cl)Cl)CC2=NOC(=C2)C=2SC(=CC2)Cl)C=C1 (1-[5-(5-Chloro-thiophen-2-yl)-isoxazol-3-ylmethyl]-2-trichloromethyl-1H-benzoimidazole-5-carboxylic acid methyl ester). Run in C(C)(=O)O (acetic acid). Reactants: COC(C1=CC(=C(C=C1)NCC1=NOC(=C1)C=1SC(=CC1)Cl)N)=O (3-Amino-4-{[5-(5-chloro-thiophen-2-yl)-isoxazol-3-ylmethyl]-amino}-benzoic acid methyl ester), COC(C(Cl)(Cl)Cl)=N (2,2,2-trichloro-acetimidic acid methyl ester). Conditions: time 3 hour. RXN SMILES: [CH3:1][O:2][C:3](=[O:24])[C:4]1[CH:9]=[CH:8][C:7]([NH:10][CH2:11][C:12]2[CH:16]=[C:15]([C:17]3[S:18][C:19]([Cl:22])=[CH:20][CH:21]=3)[O:14][N:13]=2)=[C:6]([NH2:23])[CH:5]=1.CO[C:27](=N)[C:28]([Cl:31])([Cl:30])[Cl:29]>C(O)(=O)C>[CH3:1][O:2][C:3]([C:4]1[CH:9]=[CH:8][C:7]2[N:10]([CH2:11][C:12]3[CH:16]=[C:15]([C:17]4[S:18][C:19]([Cl:22])=[CH:20][CH:21]=4)[O:14][N:13]=3)[C:27]([C:28]([Cl:31])([Cl:30])[Cl:29])=[N:23][C:6]=2[CH:5]=1)=[O:24]. Reported procedure: 36.0 mg (0.098 mmol) 3-Amino-4-{[5-(5-chloro-thiophen-2-yl)-isoxazol-3-ylmethyl]-amino}-benzoic acid methyl ester were dissolved in 3 mL acetic acid. 17.4 μl (0.14 mmol) 2,2,2-trichloro-acetimidic acid methyl ester were added and the resulting mixture was stirred at room temperature for 3 h. The reaction mixture was concentrated under reduced pressure and the residue was co-distilled twice with 15 mL toluene to give crude 1-[5-(5-Chloro-thiophen-2-yl)-isoxazol-3-ylmethyl]-2-trichloromethyl-1H-be... The reactants are CC(C)(C)OC(=O)Nc1ccc(I)cc1[N+](=O)[O-], Clc1ccc(I)cc1. Product: CC(C)(C)OC(=O)Nc1ccc(-c2ccc(Cl)cc2)cc1[N+](=O)[O-]. Reaction SMILES: [C:1]([CH3:2])([CH3:3])([CH3:4])[O:5][C:6]([NH:7][c:8]1[c:9]([N+:15](=[O:16])[O-:17])[cH:10][c:11]([I:14])[cH:12][cH:13]1)=[O:18].[Cl:19][c:20]1[cH:21][cH:22][c:23]([I:26])[cH:24][cH:25]1>>[C:1]([CH3:2])([CH3:3])([CH3:4])[O:5][C:6]([NH:7][c:8]1[c:9]([N+:15](=[O:16])[O-:17])[cH:10][c:11](-[c:23]2[cH:22][cH:21][c:20]([Cl:19])[cH:25][cH:24]2)[cH:12][cH:13]1)=[O:18]. Reactants: O (water), N1=C(Cl)N=C(Cl)N=C1Cl (cyanuryl chloride), NC1=C(C(=CC=C1)C)C (2,3-xylidine). Solvent: CC(=O)C (acetone). Conditions: temperature 5 celsius. The product is ClC1=NC(=NC(=N1)Cl)NC1=C(C(=CC=C1)C)C (2,4-Dichloro-6-(2,3-xylidino)-1,3,5-triazine). Reaction SMILES: [N:1]1[C:8]([Cl:9])=[N:7][C:5](Cl)=[N:4][C:2]=1[Cl:3].O.[NH2:11][C:12]1[CH:17]=[CH:16][CH:15]=[C:14]([CH3:18])[C:13]=1[CH3:19]>CC(C)=O>[Cl:9][C:8]1[N:1]=[C:2]([Cl:3])[N:4]=[C:5]([NH:11][C:12]2[CH:17]=[CH:16][CH:15]=[C:14]([CH3:18])[C:13]=2[CH3:19])[N:7]=1. Procedure details: A solution of cyanuryl chloride (18 g) in hot acetone (70 ml) is poured under stirring into water (40 ml). To the so obtained suspension is added, while keeping the temperature to 5° C., 2,3-xylidine (24 ml). Stirring is maintained for 1 hour at 5° C.; then the reaction mixture is filtered, the precipitate is washed with water to neutrality; it is dissolved in ethyl acetate; the solution is dried over Na2SO4. By concentration 16.8 g of the desired compound are obtained. M.p. 186°-188° C. (ethyl ... Reactants: NC1=CC=C2C(C(N(C2=C1)C)=O)(C)C (6-amino-1,3,3-trimethylindolin-2-one), CC1=NC(=CC(=N1)C(=O)O)C (2,6-dimethylpyrimidine-4-carboxylic acid). Product: CC1=NC(=CC(=N1)C(=O)NC1=CC=C2C(C(N(C2=C1)C)=O)(C)C)C (2,6-Dimethyl-N-(1,3,3-trimethyl-2-oxoindolin-6-yl)pyrimidine-4-carboxamide). RXN SMILES: [NH2:1][C:2]1[CH:10]=[C:9]2[C:5]([C:6]([CH3:14])([CH3:13])[C:7](=[O:12])[N:8]2[CH3:11])=[CH:4][CH:3]=1.[CH3:15][C:16]1[N:21]=[C:20]([C:22](O)=[O:23])[CH:19]=[C:18]([CH3:25])[N:17]=1>>[CH3:15][C:16]1[N:21]=[C:20]([C:22]([NH:1][C:2]2[CH:10]=[C:9]3[C:5]([C:6]([CH3:14])([CH3:13])[C:7](=[O:12])[N:8]3[CH3:11])=[CH:4][CH:3]=2)=[O:23])[CH:19]=[C:18]([CH3:25])[N:17]=1. Procedure details: Prepared in analogy to example 1b from 6-amino-1,3,3-trimethylindolin-2-one and 2,6-dimethylpyrimidine-4-carboxylic acid. The title compound was obtained as white foam. Reactants: D-amino acid, N[C@H](CCC(=O)O)C(=O)O (D-glutamic acid), O=O (oxygen), N[C@H](CCC(=O)[O-])C(=O)[O-] (D-glutamate), α-keto acid. The solvent is O (water). Product: OO (hydrogen peroxide), N (ammonia), O=C(C(=O)[O-])CCC(=O)[O-] (2-ketoglutarate). As a reaction SMILES: [NH2:1][C@@H:2]([C:8]([O-:10])=[O:9])[CH2:3][CH2:4][C:5]([O-:7])=[O:6].N[C@@H](C(O)=O)CCC(O)=[O:16].[O:21]=[O:22]>O>[OH:21][OH:22].[NH3:1].[O:16]=[C:2]([CH2:3][CH2:4][C:5]([O-:7])=[O:6])[C:8]([O-:10])=[O:9]. Procedure details: For these enzymes, glucose oxidase catalyzes the reaction of β-D-glucose, water, and oxygen to produce hydrogen peroxide and gluconic acid. Galactose oxidase catalyzes the reaction of D-galactose and oxygen to produce hydrogen peroxide and D-galacto-hexodialdose. Urate oxidase catalyzes the reaction of uric acid, water, and oxygen to produce hydrogen peroxide, allantoin, and carbon dioxide. Choline oxidase catalyzes the reaction of choline and oxygen to produce hydrogen peroxide and betaine alde... Starting materials: [N+](=O)([O-])C1=CC=C(C(=O)C2=CC=C(C=C2)CC(CC2=CC=C(C=C2)C(C2=CC=C(C=C2)[N+](=O)[O-])=O)CCCCCC)C=C1 (1,3-bis(4-(4-nitrobenzoyl)phenyl)-2-n-hexyl propane), ClCCCl (1,2-dichloroethane), C(C)[SiH](CC)CC (triethylsilane). Run in O (water). The product is [N+](=O)([O-])C1=CC=C(CC2=CC=C(C=C2)CC(CC2=CC=C(C=C2)CC2=CC=C(C=C2)[N+](=O)[O-])CCCCCC)C=C1 (1,3-bis(4-(4-nitrobenzyl)phenyl)-2-n-hexyl propane). Isolated yield 106.1%. Reaction SMILES: [N+:1]([C:4]1[CH:43]=[CH:42][C:7]([C:8]([C:10]2[CH:15]=[CH:14][C:13]([CH2:16][CH:17]([CH2:36][CH2:37][CH2:38][CH2:39][CH2:40][CH3:41])[CH2:18][C:19]3[CH:24]=[CH:23][C:22]([C:25](=O)[C:26]4[CH:31]=[CH:30][C:29]([N+:32]([O-:34])=[O:33])=[CH:28][CH:27]=4)=[CH:21][CH:20]=3)=[CH:12][CH:11]=2)=O)=[CH:6][CH:5]=1)([O-:3])=[O:2].ClCCCl.C([SiH](CC)CC)C>O>[N+:1]([C:4]1[CH:5]=[CH:6][C:7]([CH2:8][C:10]2[CH:11]=[CH:12][C:13]([CH2:16][CH:17]([CH2:36][CH2:37][CH2:38][CH2:39][CH2:40][CH3:41])[CH2:18][C:19]3[CH:24]=[CH:23][C:22]([CH2:25][C:26]4[CH:31]=[CH:30][C:29]([N+:32]([O-:34])=[O:33])=[CH:28][CH:27]=4)=[CH:21][CH:20]=3)=[CH:14][CH:15]=2)=[CH:42][CH:43]=1)([O-:3])=[O:2]. Reported procedure: In a 1-liter three-necked flask equipped with a stirring device, a thermometer and a nitrogen substituting device, 40.5 g of 1,3-bis(4-(4-nitrobenzoyl)phenyl)-2-n-hexyl propane, 100 milliliters of 1,2-dichloroethane and 49.7 g of boron trifluoride diethyl ether complex were introduced and heated at reflux. 36.2 g of triethylsilane was added dropwise for 20 minutes with maintaining the temperature. After the end of the reaction was confirmed by a liquid chromatography, the reaction solution was p... Reaction SMILES: [C@H:1]12[CH2:6][C@H:5]1[CH2:4][C@@H:3]([CH2:7][NH:8][C:9]([C:11]1[N:18]3[C:14]([S:15][CH:16]=[CH:17]3)=[N:13][C:12]=1[CH3:19])=[O:10])[NH:2]2.[F:20][C:21]1[CH:22]=[C:23]([C:27]2[S:31][C:30]([CH3:32])=[N:29][C:28]=2[C:33](O)=[O:34])[CH:24]=[CH:25][CH:26]=1>>[F:20][C:21]1[CH:22]=[C:23]([C:27]2[S:31][C:30]([CH3:32])=[N:29][C:28]=2[C:33]([N:2]2[C@H:3]([CH2:7][NH:8][C:9]([C:11]3[N:18]4[C:14]([S:15][CH:16]=[CH:17]4)=[N:13][C:12]=3[CH3:19])=[O:10])[CH2:4][C@H:5]3[C@@H:1]2[CH2:6]3)=[O:34])[CH:24]=[CH:25][CH:26]=1. Procedure details: prepared by reaction of 6-methyl-imidazo[2,1-b]thiazole-5-carboxylic acid [(1S,3S,5S)-2-aza-bicyclo[3.1.0]hex-3-ylmethyl]-amide with 5-(3-fluoro-phenyl)-2-methyl-thiazole-4-carboxylic acid. LC-MS (basic): tR=1.30 min; [M+H]+=496.1. The reactants are [C@H]12N[C@@H](C[C@@H]2C1)CNC(=O)C1=C(N=C2SC=CN21)C (6-methyl-imidazo[2,1-b]thiazole-5-carboxylic acid [(1S,3S,5S)-2-aza-bicyclo[3.1.0]hex-3-ylmethyl]-amide), FC=1C=C(C=CC1)C1=C(N=C(S1)C)C(=O)O (5-(3-fluoro-phenyl)-2-methyl-thiazole-4-carboxylic acid). The product is FC=1C=C(C=CC1)C1=C(N=C(S1)C)C(=O)N1[C@H]2C[C@H]2C[C@H]1CNC(=O)C1=C(N=C2SC=CN21)C (6-methyl-imidazo[2,1-b]thiazole-5-carboxylic acid {(1S,3S,5S)-2-[5-(3-fluoro-phenyl)-2-methyl-thiazole-4-carbonyl]-2-aza-bicyclo[3.1.0]hex-3-ylmethyl}-amide). Reactants: ice, Cl.COC(C(N)CS(=O)(=O)C1=CC=C(C=C1)OC)=O (β-(4-methoxyphenylsulfonyl)-D,L-alanine methyl ester hydrochloride), [H-].[Al+3].[Li+].[H-].[H-].[H-] (lithium aluminum hydride). Run in O1CCCC1 (tetrahydrofuran), O1CCCC1 (tetrahydrofuran). Yields the product COC1=CC=C(C=C1)S(=O)(=O)CC(N)CO (β-(4-methoxyphenyl-sulfonyl)-D,L-alaninol). Yield: 55.0%. As a reaction SMILES: Cl.C[O:3][C:4](=O)[CH:5]([CH2:7][S:8]([C:11]1[CH:16]=[CH:15][C:14]([O:17][CH3:18])=[CH:13][CH:12]=1)(=[O:10])=[O:9])[NH2:6].[H-].[Al+3].[Li+].[H-].[H-].[H-]>O1CCCC1>[CH3:18][O:17][C:14]1[CH:15]=[CH:16][C:11]([S:8]([CH2:7][CH:5]([CH2:4][OH:3])[NH2:6])(=[O:10])=[O:9])=[CH:12][CH:13]=1 |f:0.1,2.3.4.5.6.7|. Reported procedure: Part C: To an ice cooled, stirred solution of (6.2 g, 20 mmol) of β-(4-methoxyphenylsulfonyl)-D,L-alanine methyl ester hydrochloride in tetrahydrofuran under nitrogen was added dropwise, (20 mL, 20 mmol) of lithium aluminum hydride in tetrahydrofuran. After 2 hours the ice cooled solution was carefully quenched by the addition of 5 mL of 10% sodium hydroxide and the resulting suspension was filtered through CELITE®. The filtrate was dried over magnesium sulfate filtered and concentrated to yield... Reactants: CON(C(=O)[C@@H]1N(CCC1)C(=O)OC(C)(C)C)C ((R)-tert-butyl 2-(methoxy(methyl)carbamoyl)pyrrolidine-1-carboxylate), C(C1=CC=CC=C1)OC1=CC=C(C=C1)[Mg]Br ((4-(benzyloxy)phenyl)magnesium bromide). Solvent: C1CCOC1 (THF). Run at temperature 65 celsius. Product: C(C1=CC=CC=C1)OC1=CC=C(C(=O)[C@@H]2N(CCC2)C(=O)OC(C)(C)C)C=C1 ((R)-tert-butyl 2-(4-(benzyloxy)benzoyl)pyrrolidine-1-carboxylate). Isolated yield 50.4%. RXN SMILES: CON(C)[C:4]([C@H:6]1[CH2:10][CH2:9][CH2:8][N:7]1[C:11]([O:13][C:14]([CH3:17])([CH3:16])[CH3:15])=[O:12])=[O:5].[CH2:19]([O:26][C:27]1[CH:32]=[CH:31][C:30]([Mg]Br)=[CH:29][CH:28]=1)[C:20]1[CH:25]=[CH:24][CH:23]=[CH:22][CH:21]=1>C1COCC1>[CH2:19]([O:26][C:27]1[CH:32]=[CH:31][C:30]([C:4]([C@H:6]2[CH2:10][CH2:9][CH2:8][N:7]2[C:11]([O:13][C:14]([CH3:15])([CH3:16])[CH3:17])=[O:12])=[O:5])=[CH:29][CH:28]=1)[C:20]1[CH:25]=[CH:24][CH:23]=[CH:22][CH:21]=1. Reported procedure: To (R)-tert-butyl 2-(methoxy(methyl)carbamoyl)pyrrolidine-1-carboxylate (716 mg, 2.77 mmol) in THF (27.700 mL) at 0° C. was added (4-(benzyloxy)phenyl)magnesium bromide (8.32 mL, 16.63 mmol) dropwise. After complete addition, the solution was heated to 65° C. for 1 h. The reaction was cooled to 0° C., quench carefully with 1N HCl and extracted with EtOAc (3×). The combined organic layers were washed with brine, dried over MgSO4, filtered and concentrated. The residue was purified by column chrom...